From a dataset of the Open Reaction Database (ORD), a public repository of structured organic reaction records. describe an organic reaction: reactants, conditions, products, and yield The reactants are CCOCC, O=C(Cl)Cc1c(Cl)cccc1Cl, CCc1cn(C2CC(O)C(CN)O2)c(=O)[nH]c1=O, [Na+], [OH-]. Yields the product CCc1cn(C2CC(O)C(CNC(=O)Cc3c(Cl)cccc3Cl)O2)c(=O)[nH]c1=O. Reaction SMILES: [CH3:31][CH2:32][O:33][CH2:34][CH3:35].[Cl:1][c:2]1[c:3]([CH2:9][C:10](=[O:11])[Cl:12])[c:4]([Cl:8])[cH:5][cH:6][cH:7]1.[NH2:13][CH2:14][CH:15]1[CH:16]([OH:30])[CH2:17][CH:18]([n:20]2[c:21](=[O:22])[nH:23][c:24](=[O:25])[c:26]([CH2:28][CH3:29])[cH:27]2)[O:19]1.[Na+:37].[OH-:36]>>[Cl:1][c:2]1[c:3]([CH2:9][C:10](=[O:11])[NH:13][CH2:14][CH:15]2[CH:16]([OH:30])[CH2:17][CH:18]([n:20]3[c:21](=[O:22])[nH:23][c:24](=[O:25])[c:26]([CH2:28][CH3:29])[cH:27]3)[O:19]2)[c:4]([Cl:8])[cH:5][cH:6][cH:7]1. Starting materials: C1(CCCCC1)C(=O)O (cyclohexanecarboxylic acid), C1CCCCC1 (cyclohexane), CC=1C=CC(=CC1)S(=O)(=O)O (p-TsOH). Solvent: C(C)(C)O (isopropanol). Reaction conditions: temperature 71.5 celsius, time 6 hour. Yields the product C(C)(C)OC(=O)C1CCCCC1 (cyclohexanecarboxylic acid isopropyl ester). The yield is 4752.1%. RXN SMILES: [CH:1]1([C:7]([OH:9])=[O:8])[CH2:6][CH2:5][CH2:4][CH2:3][CH2:2]1.[CH2:10]1[CH2:15]CCC[CH2:11]1.CC1C=CC(S(O)(=O)=O)=CC=1>C(O)(C)C>[CH:10]([O:8][C:7]([CH:1]1[CH2:6][CH2:5][CH2:4][CH2:3][CH2:2]1)=[O:9])([CH3:15])[CH3:11]. Procedure details: To a solution of cyclohexanecarboxylic acid (22.0 g, 172 mmol) in isopropanol (66 mL) and cyclohexane (44 mL) p-TsOH (653 mg, 3.43 mmol) was added. The mixture was heated with stirring to 70-73° C. and solvent was slowly distilled off whereas the volume was kept relatively constant by addition of fresh solvent mixture. After 6 h, a second portion of p-TsOH (653 mg, 3.43 mmol) was added and the reaction mixture was stirred at 71° C. overnight (without distilling off solvent). After a total of 24 ... The reactants are C(C)C=1C(NC(NC1C(C=1CC(CC(C1)=C)=C)=O)=O)=O (5-Ethyl-6-(3,5-dimethlylbenzoyl)-2,4-pyrimidinedione), C=1(C(=CC=CC1)S(=O)(=O)OCC1CC=CC1)C ((cyclopent-3-en-1-yl)methyl toluenesulfonate). Product: C1(CC=CC1)CN1C(NC(C(=C1C(C1=CC(=CC(=C1)C)C)=O)CC)=O)=O (1-[(Cyclopent-3-en-1-yl)methyl]-5-ethyl-6-(3,5-dimethylbenzoyl)-2,4-pyrimidinedione). Yield: 59.6%. As a reaction SMILES: [CH2:1]([C:3]1[C:4](=[O:20])[NH:5][C:6](=[O:19])[NH:7][C:8]=1[C:9](=[O:18])[C:10]1[CH2:11][C:12](=[CH2:17])[CH2:13][C:14](=[CH2:16])[CH:15]=1)[CH3:2].C1(C)C(S(O[CH2:31][CH:32]2[CH2:36][CH:35]=[CH:34][CH2:33]2)(=O)=O)=CC=CC=1>>[CH:32]1([CH2:31][N:7]2[C:8]([C:9](=[O:18])[C:10]3[CH:11]=[C:12]([CH3:17])[CH:13]=[C:14]([CH3:16])[CH:15]=3)=[C:3]([CH2:1][CH3:2])[C:4](=[O:20])[NH:5][C:6]2=[O:19])[CH2:36][CH:35]=[CH:34][CH2:33]1. Procedure: 5-Ethyl-6-(3,5-dimethlylbenzoyl)-2,4-pyrimidinedione and (cyclopent-3-en-1-yl)methyl toluenesulfonate were reacted by the same method with the example 1 to obtain the titled compound (84 mg). Starting materials: OCCOC(C=C)=O (2-hydroxyethylacrylate), CC=1C(=CC(=CC1)N=C=O)N=C=O (2,4-tolylene diisocyanate), C(C)(C)(C)C1=C(C(=CC(=C1)C)C(C)(C)C)O (2,6-di-t-butyl-4-methylphenol), CCCCO[C@@H](CC)CO (polytetramethylene glycol). Reaction SMILES: CC1C(N=C=O)=CC([N:8]=[C:9]=[O:10])=CC=1.C([C:18]1C=C(C)C=C(C(C)(C)C)[C:19]=1[OH:29])(C)(C)C.CCCCO[C@H](CO)CC.OCC[O:43][C:44](=[O:47])[CH:45]=[CH2:46]>>[C:44]([OH:47])(=[O:43])[CH:45]=[CH2:46].[NH2:8][C:9]([O:29][CH2:19][CH3:18])=[O:10] |f:4.5|. Run at time 5 hour. The product is C(C=C)(=O)O.NC(=O)OCC (urethane acrylate). Procedure: To a reaction vessel equipped with a stirrer, 104.3 gm of 2,4-tolylene diisocyanate, 1 gm of dibutyltindilaurate, and 0.3 gm of 2,6-di-t-butyl-4-methylphenol as a polymerization inhibitor were added. To this, 856.0 gm of polytetramethylene glycol of a number average molecular weight of 2,000 (commercial product PTG2000 manufactured by Hodogaya Chemical) was added while maintaining the temperature in the 40° to 50° C. range, and reacted for 2 hours. Next, 2-hydroxyethylacrylate was added, after w... Starting materials: CCOC(=O)C=C(Cc1cccc(OC)c1)C(C)C, CCO, [H][H]. Product: CCOC(=O)CC(Cc1cccc(OC)c1)C(C)C. As a reaction SMILES: [CH2:1]([CH3:2])[O:3][C:4]([CH:5]=[C:6]([CH:7]([CH3:8])[CH3:9])[CH2:10][c:11]1[cH:12][c:13]([O:17][CH3:18])[cH:14][cH:15][cH:16]1)=[O:19].[CH3:22][CH2:23][OH:24].[H:20][H:21]>>[CH2:1]([CH3:2])[O:3][C:4]([CH2:5][CH:6]([CH:7]([CH3:8])[CH3:9])[CH2:10][c:11]1[cH:12][c:13]([O:17][CH3:18])[cH:14][cH:15][cH:16]1)=[O:19]. Run at time 25 minute. Reported procedure: Under nitrogen atmosphere, diphenylmethyl 7β-[2-(2-aminothiazol-4-yl)-2-(Z)-(hydroxyimino)acetamido]-3-[(pyrazol-4-yl)methylthio]-3-cephem-4-carboxylate (33.5 g) was suspended in dichloromethane (100 ml) and anisole (35 ml). Trifluoroacetic acid (80 ml) added dropwise below 5° C. for 40 minutes. After stirring below 5° C. for 25 minutes, the reaction mixture was poured into IPE (1.8 l). Resulting precipitate was collected by filtration and dried under reduced pressure. The powder was poured into... Yield: 39.0%. The reactants are NC=1SC=C(N1)/C(/C(=O)N[C@H]1[C@@H]2N(C(=C(CS2)SCC=2C=NNC2)C(=O)OC(C2=CC=CC=C2)C2=CC=CC=C2)C1=O)=N/O (diphenylmethyl 7β-[2-(2-aminothiazol-4-yl)-2-(Z)-(hydroxyimino)acetamido]-3-[(pyrazol-4-yl)methylthio]-3-cephem-4-carboxylate), FC(C(=O)O)(F)F (Trifluoroacetic acid). RXN SMILES: [NH2:1][C:2]1[S:3][CH:4]=[C:5](/[C:7](=[N:43]/[OH:44])/[C:8]([NH:10][C@@H:11]2[C:41](=[O:42])[N:13]3[C:14]([C:25]([O:27]C(C4C=CC=CC=4)C4C=CC=CC=4)=[O:26])=[C:15]([S:18][CH2:19][C:20]4[CH:21]=[N:22][NH:23][CH:24]=4)[CH2:16][S:17][C@H:12]23)=[O:9])[N:6]=1.FC(F)(F)C(O)=O>ClCCl.C1(OC)C=CC=CC=1>[NH2:1][C:2]1[S:3][CH:4]=[C:5](/[C:7](=[N:43]/[OH:44])/[C:8]([NH:10][C@@H:11]2[C:41](=[O:42])[N:13]3[C:14]([C:25]([OH:27])=[O:26])=[C:15]([S:18][CH2:19][C:20]4[CH:21]=[N:22][NH:23][CH:24]=4)[CH2:16][S:17][C@H:12]23)=[O:9])[N:6]=1. Solvent: ClCCl (dichloromethane), C1(=CC=CC=C1)OC (anisole). Yields the product hydrates, NC=1SC=C(N1)/C(/C(=O)N[C@H]1[C@@H]2N(C(=C(CS2)SCC=2C=NNC2)C(=O)O)C1=O)=N/O (7β-[2-(2-aminothiazol-4-yl)-2-(Z)-(hydroxyimino)acetamido]-3-[(pyrazol-4-yl)methylthio]-3-cephem-4-carboxylic acid). Starting materials: N1=C(C=CC=C1)C(=O)O (picolinic acid), C(=O)(N1C=NC=C1)N1C=NC=C1 (1,1'-carbonyldiimidazole), NC=1C(=NC=CC1)NCC(=O)N (2-[(3-amino-2-pyridinyl)amino]acetamide), [N-]1C=NC=C1 (imidazolide). Run in O1CCCC1 (tetrahydrofuran), C(C)#N (acetonitrile). Reaction conditions: time 5 hour. Yields the product NC(CNC1=NC=CC=C1NC(=O)C1=NC=CC=C1)=O (N-[2-[(2-Amino-2-oxoethyl)amino]-3-pyridinyl]-2-pyridinecarboxamide). The yield is 19.2%. Reaction SMILES: [N:1]1[CH:6]=[CH:5][CH:4]=[CH:3][C:2]=1[C:7]([OH:9])=O.C(N1C=CN=C1)(N1C=CN=C1)=O.[NH2:22][C:23]1[C:24]([NH:29][CH2:30][C:31]([NH2:33])=[O:32])=[N:25][CH:26]=[CH:27][CH:28]=1.[N-]1C=CN=C1>O1CCCC1.C(#N)C>[NH2:33][C:31](=[O:32])[CH2:30][NH:29][C:24]1[C:23]([NH:22][C:7]([C:2]2[CH:3]=[CH:4][CH:5]=[CH:6][N:1]=2)=[O:9])=[CH:28][CH:27]=[CH:26][N:25]=1. Procedure details: While bubbling nitrogen through a solution of picolinic acid (1.23 g, 0.01 mole) in 100 ml of tetrahydrofuran, solid 1,1'-carbonyldiimidazole (1.62 g, 0.01 mole) was added in portions. The reaction mixture was allowed to stir at room temperature for 5 hours. Then, a solution of 2-[(3-amino-2-pyridinyl)amino]acetamide (1.66 g, 0.01 mole) in acetonitrile was added in portions to the imidazolide solution and the reaction mixture was allowed to stir at room temperature overnight. The solvents were e... The solvent is C1CCOC1 (THF). Reaction conditions: time 1 hour. Isolated yield 21.9%. Yields the product O[C@]1([C@@]23CCO[C@@H]4N(C([C@H]([C@@](C1)(O3)C)[C@H]24)=O)C2=CC(=C(C#N)C=C2)C(F)(F)F)C (4-((1R,2R,4R,5S,8S,12R)-2-hydroxy-2,4-dimethyl-6-oxo-9,13-dioxa-7-azatetracyclo[6.3.1.11,4.05,12]tridec-7-yl)-2-(trifluoromethyl)benzonitrile). Procedure details: Methylmagnesium bromide (3M in ether, 0.476 mL, 1.427 mmol) was added drop wise to a solution of Example 3 (280 mg, 0.714 mmol) in THF (10 mL) at −30° C. The resulting reaction mixture was stirred for 1 h. The reaction mixture was quenched with saturated ammonium chloride (10 mL) and extracted with EtOAc (2×20 mL). The combined organic layers were dried over magnesium sulfate, concentrated in vacuo and purified by flash chromatography on silica gel using an automated ISCO system (40 g column, el... The reactants are C[Mg]Br (Methylmagnesium bromide), O[C@@H]1[C@@]23CCO[C@@H]4N(C([C@H]([C@@](C1)(O3)C)[C@H]24)=O)C2=CC(=C(C#N)C=C2)C(F)(F)F (4-((1R,2S,4R,5S,8S,12R)-2-hydroxy-4-methyl-6-oxo-9,13-dioxa-7-azatetracyclo[6.3.1.11,4.05,12]tridec-7-yl)-2-(trifluoromethyl)benzonitrile). As a reaction SMILES: [CH3:1][Mg]Br.[OH:4][C@H:5]1[CH2:15][C@@:14]2([CH3:17])[O:16][C@@:6]31[C@@H:18]1[C@@H:10]([N:11]([C:20]4[CH:27]=[CH:26][C:23]([C:24]#[N:25])=[C:22]([C:28]([F:31])([F:30])[F:29])[CH:21]=4)[C:12](=[O:19])[C@H:13]21)[O:9][CH2:8][CH2:7]3>C1COCC1>[OH:4][C@:5]1([CH3:1])[CH2:15][C@@:14]2([CH3:17])[O:16][C@@:6]31[C@@H:18]1[C@@H:10]([N:11]([C:20]4[CH:27]=[CH:26][C:23]([C:24]#[N:25])=[C:22]([C:28]([F:29])([F:30])[F:31])[CH:21]=4)[C:12](=[O:19])[C@H:13]21)[O:9][CH2:8][CH2:7]3. Reactants: O=C([O-])O, CCOC(=O)c1ccc(CO)n(-c2ccccc2)c1=O, CC(=O)OI1(OC(C)=O)(OC(C)=O)OC(=O)c2ccccc21, ClCCl, [Na+]. The product is CCOC(=O)c1ccc(C=O)n(-c2ccccc2)c1=O. RXN SMILES: [C:43](=[O:44])([OH:45])[O-:46].[CH2:1]([CH3:2])[O:3][C:4](=[O:5])[c:6]1[c:7](=[O:20])[n:8](-[c:14]2[cH:15][cH:16][cH:17][cH:18][cH:19]2)[c:9]([CH2:12][OH:13])[cH:10][cH:11]1.[CH3:21][C:22]([O:23][I:24]1([O:34][C:35]([CH3:36])=[O:37])([O:38][C:39]([CH3:40])=[O:41])[c:25]2[c:26]([cH:27][cH:28][cH:29][cH:30]2)[C:31](=[O:32])[O:33]1)=[O:42].[Cl:48][CH2:49][Cl:50].[Na+:47]>>[CH2:1]([CH3:2])[O:3][C:4](=[O:5])[c:6]1[c:7](=[O:20])[n:8](-[c:14]2[cH:15][cH:16][cH:17][cH:18][cH:19]2)[c:9]([CH:12]=[O:13])[cH:10][cH:11]1. Reactants: C=C(O[Si](C)(C)C)C(=O)OCC, ClCCl, [Cl-], COc1ccc(F)cc1C(C)(C)O. Yields the product CCOC(=O)C(=O)CC(C)(C)c1cc(F)ccc1OC. Reaction SMILES: [CH2:15]([CH3:16])[O:17][C:18]([C:19](=[CH2:20])[O:21][Si:22]([CH3:23])([CH3:24])[CH3:25])=[O:26].[CH2:27]([Cl:28])[Cl:29].[Cl-:1].[F:2][c:3]1[cH:4][cH:5][c:6]([O:13][CH3:14])[c:7]([C:9]([CH3:10])([CH3:11])[OH:12])[cH:8]1>>[F:2][c:3]1[cH:4][cH:5][c:6]([O:13][CH3:14])[c:7]([C:9]([CH3:10])([CH3:11])[CH2:21][C:19]([C:18]([O:17][CH2:15][CH3:16])=[O:26])=[O:20])[cH:8]1.